From a dataset of the Open Reaction Database (ORD), a public repository of structured organic reaction records. describe an organic reaction: reactants, conditions, products, and yield Reactants: C(\C=C/CCCCCCC)O (cis-2-decen-1-ol), C(C#CCCCCCCCCCCC)O (2-tetradecyn-1-ol), N1=CC=CC2=CC=CC=C12 (quinoline). Reagents/catalysts: catalyst. Yields the product C(\C=C/CCCCCCCCCCC)O (cis-2-Tetradecen-1-ol). Reaction SMILES: C(O)/C=C\CCCCCCC.[CH2:12]([OH:26])[C:13]#[C:14][CH2:15][CH2:16][CH2:17][CH2:18][CH2:19][CH2:20][CH2:21][CH2:22][CH2:23][CH2:24][CH3:25].N1C2C(=CC=CC=2)C=CC=1>>[CH2:12]([OH:26])/[CH:13]=[CH:14]\[CH2:15][CH2:16][CH2:17][CH2:18][CH2:19][CH2:20][CH2:21][CH2:22][CH2:23][CH2:24][CH3:25]. Procedure: cis-2-Tetradecen-1-ol was prepared as described above for cis-2-decen-1-ol except that 1.0 g of 2-tetradecyn-1-ol, 50 mg of catalyst, and 0.10 ml of quinoline was used. A clear oil, 0.72 g, was obtained after kugelrohr distillation. 1H NMR δ5.57 (m, 2) 4.19 9d, 2, J=6 Hz), 2.07 (dd, 2, J=6, 13 Hz), 1.5-1.2 (m, 18), 0.88 (t, 3, J=7 Hz). Starting materials: CN(/C=C/C(=O)C=1C=NN2N=CC=CC21)C ((2E)-3-(dimethylamino)-1-pyrazolo[1,5-b]pyridazin-3-yl-2-propen-1-one), C1(CC1)NC(=N)N (N-cyclopropylguanidine), C([O-])([O-])=O.[K+].[K+] (potassium carbonate), 0.5H2SO4. Run in CN(C)C=O (DMF). Run at temperature 165 celsius. Product: C1(CC1)NC1=NC=CC(=N1)C=1C=NN2N=CC=CC21 (N-Cyclopropyl-4-pyrazolo[1,5-b]pyridazin-3-yl-2-pyrimidinamine). Yield: 75.0%. Reaction SMILES: CN(C)/[CH:3]=[CH:4]/[C:5]([C:7]1[CH:8]=[N:9][N:10]2[C:15]=1[CH:14]=[CH:13][CH:12]=[N:11]2)=O.[CH:17]1([NH:20][C:21]([NH2:23])=[NH:22])[CH2:19][CH2:18]1.C(=O)([O-])[O-].[K+].[K+]>CN(C=O)C>[CH:17]1([NH:20][C:21]2[N:23]=[C:5]([C:7]3[CH:8]=[N:9][N:10]4[C:15]=3[CH:14]=[CH:13][CH:12]=[N:11]4)[CH:4]=[CH:3][N:22]=2)[CH2:19][CH2:18]1 |f:2.3.4|. Procedure: To a solution of (2E)-3-(dimethylamino)-1-pyrazolo[1,5-b]pyridazin-3-yl-2-propen-1-one (43 mg, 0.20 mmol) in DMF (2 mL) was added N-cyclopropylguanidine.0.5H2SO4 (160 mg, 0.80 mmol) and potassium carbonate (110 mg, 0.80 mmol). The reaction was heated at an oil bath temperature of 165° C. for about 18 hours. The mixture was cooled to RT and the solvent was removed in vacuo. The residue was dissolved in chloroform and filtered. The filtrate was purified by flash column chromatography (0-10% gradie... The reactants are BrC1=NC=CC=C1 (2-bromopyridine), BrCC1=C(C=C(C=C1)C=1OC2=C(N1)C=CC=C2)OC (2-[4-(bromomethyl)-3-methoxyphenyl]-1,3-benzoxazole), Cl[Si](C)(C)C (chlorotrimethylsilane), BrCCBr (1,2-dibromoethane). The reagents and catalysts are C=1C=CC(=CC1)[P](C=2C=CC=CC2)(C=3C=CC=CC3)[Pd]([P](C=4C=CC=CC4)(C=5C=CC=CC5)C=6C=CC=CC6)([P](C=7C=CC=CC7)(C=8C=CC=CC8)C=9C=CC=CC9)[P](C=1C=CC=CC1)(C=1C=CC=CC1)C=1C=CC=CC1 (Pd(Ph3P)4), [Zn] (Zn). Run in C1CCOC1 (THF). The product is COC=1C=C(C=CC1CC1=NC=CC=C1)C=1OC2=C(N1)C=CC=C2 (2-[3-methoxy-4-(pyridin-2-ylmethyl)phenyl]-1,3-benzoxazole). Reaction SMILES: Br[CH2:2][C:3]1[CH:8]=[CH:7][C:6]([C:9]2[O:10][C:11]3[CH:17]=[CH:16][CH:15]=[CH:14][C:12]=3[N:13]=2)=[CH:5][C:4]=1[O:18][CH3:19].Cl[Si](C)(C)C.BrCCBr.Br[C:30]1[CH:35]=[CH:34][CH:33]=[CH:32][N:31]=1>[Zn].C1C=CC([P]([Pd]([P](C2C=CC=CC=2)(C2C=CC=CC=2)C2C=CC=CC=2)([P](C2C=CC=CC=2)(C2C=CC=CC=2)C2C=CC=CC=2)[P](C2C=CC=CC=2)(C2C=CC=CC=2)C2C=CC=CC=2)(C2C=CC=CC=2)C2C=CC=CC=2)=CC=1.C1COCC1>[CH3:19][O:18][C:4]1[CH:5]=[C:6]([C:9]2[O:10][C:11]3[CH:17]=[CH:16][CH:15]=[CH:14][C:12]=3[N:13]=2)[CH:7]=[CH:8][C:3]=1[CH2:2][C:30]1[CH:35]=[CH:34][CH:33]=[CH:32][N:31]=1 |^1:40,42,61,80|. Reported procedure: A solution of 2-[4-(bromomethyl)-3-methoxyphenyl]-1,3-benzoxazole (320 mg, 1.0 mmol) and THF (10 mL) was treated with Zn powder (activated by grinding with mortar and pestle), a drop of chlorotrimethylsilane, and a drop of 1,2-dibromoethane. The mixture was heated at reflux for 1 h. The resultant organozinc reagent was filtered through a plug of Celite, and transferred to a flask containing 2-bromopyridine (360 mg, 2.0 mmol) and Pd(Ph3P)4 (115 mg, 0.1 mmol). The mixture was degassed with bubblin...